This data is from the Open Reaction Database (ORD), a public repository of structured organic reaction records. The task is: describe an organic reaction: reactants, conditions, products, and yield Starting materials: solution, diethyl sodium aluminate, O(C1=CC=CC=C1)C=1SC(=CN1)C(=O)OCC (ethyl 2-phenoxythiazole-5-carboxylate). The solvent is C1(=CC=CC=C1)C (toluene), C1(=CC=CC=C1)C (toluene). Conditions: temperature -5 celsius, time 1 hour. Product: O(C1=CC=CC=C1)C=1SC(=CN1)CO ((2-phenoxy-5-thiazolyl)-methanol). Yield: 81.7%. RXN SMILES: [O:1]([C:8]1[S:9][C:10]([C:13](OCC)=[O:14])=[CH:11][N:12]=1)[C:2]1[CH:7]=[CH:6][CH:5]=[CH:4][CH:3]=1>C1(C)C=CC=CC=1>[O:1]([C:8]1[S:9][C:10]([CH2:13][OH:14])=[CH:11][N:12]=1)[C:2]1[CH:3]=[CH:4][CH:5]=[CH:6][CH:7]=1. Procedure details: 54 ml of a solution of 2 moles of diethyl sodium aluminate in toluene were slowly added at -10° C. to a solution of 12 g of the product of Step A in 60 ml of toluene and the mixture was stirred at -5° C. for one hour. The mixture was cooled to -20° C. while adding thereto 80 ml of a solution of aqueous 2N hydrochloric acid and the mixture was filtered. The filtrate was decanted and the organic phase was washed with water, with an aqueous 2N sodium hydroxide solution and then with water and was e... Starting materials: O=C([O-])O, CC[SiH](CC)CC, ClCCl, COc1ccc(C(O)Cc2c(Cl)cncc2Cl)c2c1OC(C)(C)C2, [Na+]. The product is COc1ccc(CCc2c(Cl)cncc2Cl)c2c1OC(C)(C)C2. Reaction SMILES: [C:32](=[O:33])([OH:34])[O-:35].[CH2:25]([SiH:26]([CH2:27][CH3:28])[CH2:29][CH3:30])[CH3:31].[CH2:37]([Cl:38])[Cl:39].[Cl:1][c:2]1[cH:3][n:4][cH:5][c:6]([Cl:24])[c:7]1[CH2:8][CH:9]([OH:10])[c:11]1[cH:12][cH:13][c:14]([O:22][CH3:23])[c:15]2[c:16]1[CH2:17][C:18]([CH3:20])([CH3:21])[O:19]2.[Na+:36]>>[Cl:1][c:2]1[cH:3][n:4][cH:5][c:6]([Cl:24])[c:7]1[CH2:8][CH2:9][c:11]1[cH:12][cH:13][c:14]([O:22][CH3:23])[c:15]2[c:16]1[CH2:17][C:18]([CH3:20])([CH3:21])[O:19]2. Starting materials: C(C)C=1C=C(C(NC1C=1C=C2CCCN(C2=CC1)C)=O)C(=O)OC (methyl 5-ethyl-6-(1-methyl-1,2,3,4-tetrahydroquinolin-6-yl)-2-oxo-1,2-dihydropyridine-3-carboxylate), O[Li].O (LiOH—H2O). The solvent is C1CCOC1 (THF), O (H2O). Run at temperature 65 celsius, time 1 hour. Yields the product C(C)C=1C=C(C(NC1C=1C=C2CCCN(C2=CC1)C)=O)C(=O)O (5-ethyl-6-(1-methyl-1,2,3,4-tetrahydroquinolin-6-yl)-2-oxo-1,2-dihydropyridine-3-carboxylic acid). Isolated yield 63.9%. RXN SMILES: [CH2:1]([C:3]1[CH:4]=[C:5]([C:21]([O:23]C)=[O:22])[C:6](=[O:20])[NH:7][C:8]=1[C:9]1[CH:10]=[C:11]2[C:16](=[CH:17][CH:18]=1)[N:15]([CH3:19])[CH2:14][CH2:13][CH2:12]2)[CH3:2].O[Li].O>C1COCC1.O>[CH2:1]([C:3]1[CH:4]=[C:5]([C:21]([OH:23])=[O:22])[C:6](=[O:20])[NH:7][C:8]=1[C:9]1[CH:10]=[C:11]2[C:16](=[CH:17][CH:18]=1)[N:15]([CH3:19])[CH2:14][CH2:13][CH2:12]2)[CH3:2] |f:1.2|. Procedure details: To a suspension of methyl 5-ethyl-6-(1-methyl-1,2,3,4-tetrahydroquinolin-6-yl)-2-oxo-1,2-dihydropyridine-3-carboxylate (200 mg, 0.61 mmol) in THF (1 mL) and H2O (1 mL) was added LiOH—H2O (85 mg, 2.03 mmol, 3.3 eq) at room temperature. The reaction mixture was heated to 65° C. and stirred for 1 h. The reaction was monitored by LC-MS. Upon complete consumption of starting material, the reaction was quenched with 1N HCl (2 mL). The precipitate was collected by filtration then washed with Et2O to af... Starting materials: C1CCC(CC1)N=C=NC2CCCCC2 (DCC), C(C1=CC=CC=C1)OC(=O)NC[C@@H]1CC[C@H](CC1)C(=O)O (trans-4-benzyloxycarbonylaminomethylcyclohexanecarboxylic acid), CS(=O)(=O)OC1=CC=C(C=C1)C=CC(N)=N (4-(β-amidinoethenyl)phenol methanesulfonate). The solvent is N1=CC=CC=C1 (pyridine). Run at time 30 minute. The product is C(C1=CC=CC=C1)OC(=O)NC[C@@H]1CC[C@H](CC1)C(=O)OC1=CC=C(C=C1)C=CC(N)=N (4-(β-amidinoethenyl)phenyl trans-4-benzyloxycarbonylaminomethylcyclohexanecarboxylate). Yield: 76.3%. As a reaction SMILES: [CH2:1]([O:8][C:9]([NH:11][CH2:12][C@H:13]1[CH2:18][CH2:17][C@H:16]([C:19]([OH:21])=[O:20])[CH2:15][CH2:14]1)=[O:10])[C:2]1[CH:7]=[CH:6][CH:5]=[CH:4][CH:3]=1.C1CCC(N=C=NC2CCCCC2)CC1.CS(O[C:42]1[CH:47]=[CH:46][C:45]([CH:48]=[CH:49][C:50](=[NH:52])[NH2:51])=[CH:44][CH:43]=1)(=O)=O>N1C=CC=CC=1>[CH2:1]([O:8][C:9]([NH:11][CH2:12][C@H:13]1[CH2:18][CH2:17][C@H:16]([C:19]([O:21][C:42]2[CH:47]=[CH:46][C:45]([CH:48]=[CH:49][C:50](=[NH:51])[NH2:52])=[CH:44][CH:43]=2)=[O:20])[CH2:15][CH2:14]1)=[O:10])[C:2]1[CH:3]=[CH:4][CH:5]=[CH:6][CH:7]=1. Procedure details: To a solution of 5.0 g of trans-4-benzyloxycarbonylaminomethylcyclohexanecarboxylic acid in 50 ml of dried pyridine, while being cooled in ice, was added 4.2 g of DCC. After 30 minutes of stirring, to the mixture was added 4.4 g of 4-(β-amidinoethenyl)phenol methanesulfonate. The mixture was stirred overnight at room temperature. The DCU precipitated from the reaction mixture was separated by filtration and washed with pyridine. Ethyl ether was added to the combined filtrate to precipitate a whi... The product is CCCN(C(=O)OCc1ccccc1)C1CCC(=O)CC1. Starting materials: CCCN(C(=O)OCc1ccccc1)C1CCC2(CC1)OCCO2, CC#N, Cl. RXN SMILES: [CH2:1]([CH2:2][CH3:3])[N:4]([C:5]([O:6][CH2:7][c:8]1[cH:9][cH:10][cH:11][cH:12][cH:13]1)=[O:14])[CH:15]1[CH2:16][CH2:17][C:18]2([O:19][CH2:22][CH2:21][O:20]2)[CH2:23][CH2:24]1.[CH3:26][C:27]#[N:28].[ClH:25]>>[CH2:1]([CH2:2][CH3:3])[N:4]([C:5]([O:6][CH2:7][c:8]1[cH:9][cH:10][cH:11][cH:12][cH:13]1)=[O:14])[CH:15]1[CH2:16][CH2:17][C:18](=[O:19])[CH2:23][CH2:24]1. The reactants are C(C)(C)(C)OC(=O)N1CCC(CC1)(O)C1=CC=2N=C(N=C(C2S1)N1CCOCC1)Cl (4-(2-chloro-4-morpholin-4-yl-thieno[3,2-d]pyrimidin-6-yl)-4-hydroxy-piperidine-1-carboxylic acid tert-butyl ester), [H-].[Na+] (sodium hydride), IC (iodomethane). The solvent is CN(C)C=O (DMF). Reaction conditions: time 30 minute. Yields the product C(C)(C)(C)OC(=O)N1CCC(CC1)(OC)C1=CC=2N=C(N=C(C2S1)N1CCOCC1)Cl (4-(2-chloro-4-morpholin-4-yl-thieno[3,2-d]pyrimidin-6-yl)-4-methoxy-piperidine-1-carboxylic acid tert-butyl ester). Reaction SMILES: [C:1]([O:5][C:6]([N:8]1[CH2:13][CH2:12][C:11]([C:15]2[S:23][C:22]3[C:21]([N:24]4[CH2:29][CH2:28][O:27][CH2:26][CH2:25]4)=[N:20][C:19]([Cl:30])=[N:18][C:17]=3[CH:16]=2)([OH:14])[CH2:10][CH2:9]1)=[O:7])([CH3:4])([CH3:3])[CH3:2].[H-].[Na+].I[CH3:34]>CN(C=O)C>[C:1]([O:5][C:6]([N:8]1[CH2:9][CH2:10][C:11]([C:15]2[S:23][C:22]3[C:21]([N:24]4[CH2:25][CH2:26][O:27][CH2:28][CH2:29]4)=[N:20][C:19]([Cl:30])=[N:18][C:17]=3[CH:16]=2)([O:14][CH3:34])[CH2:12][CH2:13]1)=[O:7])([CH3:4])([CH3:2])[CH3:3] |f:1.2|. Procedure: To a solution of 4-(2-chloro-4-morpholin-4-yl-thieno[3,2-d]pyrimidin-6-yl)-4-hydroxy-piperidine-1-carboxylic acid tert-butyl ester (335 mg) in DMF (3 ml) was added sodium hydride (60% w/w suspension in mineral oil, 41 mg) at 0° C. After 30 min, iodomethane (56 ul) was added and the reaction mixture was warmed slowly to room temperature overnight. Ethyl acetate/brine extraction and purification on silica afforded 4-(2-chloro-4-morpholin-4-yl-thieno[3,2-d]pyrimidin-6-yl)-4-methoxy-piperidine-1-car... The reactants are O=C([O-])O, CCCc1ccc(C)c(N)c1, CCCC[N+](CCCC)(CCCC)CCCC, CCCCCC, COC(C)(C)C, FC(F)(F)C(F)(I)C(F)(F)F, [Na+], [Na+], [Na+], O, O=S([O-])S(=O)[O-], O=S(=O)([O-])O. The product is CCCc1cc(N)c(C)cc1C(F)(C(F)(F)F)C(F)(F)F. As a reaction SMILES: [C:23](=[O:24])([O-:25])[OH:26].[CH2:1]([CH2:2][CH3:3])[c:4]1[cH:5][cH:6][c:7]([CH3:11])[c:8]([NH2:9])[cH:10]1.[CH2:41]([N+:42]([CH2:43][CH2:44][CH2:45][CH3:46])([CH2:47][CH2:48][CH2:49][CH3:50])[CH2:51][CH2:52][CH2:53][CH3:54])[CH2:55][CH2:56][CH3:57].[CH3:58][CH2:59][CH2:60][CH2:61][CH2:62][CH3:63].[CH3:65][O:66][C:67]([CH3:68])([CH3:69])[CH3:70].[F:12][C:13]([C:14]([C:15]([F:16])([F:17])[F:18])([F:19])[I:20])([F:21])[F:22].[Na+:27].[Na+:34].[Na+:35].[OH2:64].[S:28]([S:29]([O-:30])=[O:31])([O-:32])=[O:33].[S:36]([O-:37])([OH:38])(=[O:39])=[O:40]>>[CH2:1]([CH2:2][CH3:3])[c:4]1[c:5]([C:14]([C:13]([F:12])([F:21])[F:22])([C:15]([F:16])([F:17])[F:18])[F:19])[cH:6][c:7]([CH3:11])[c:8]([NH2:9])[cH:10]1. The reactants are C(#N)C=1C(=NNC1N=CN(C)C)OCCO (N′-[4-cyano-3-(2-hydroxyethoxy)-1H-pyrazol-5-yl]-N,N-dimethylimidoformamide), COC=1C=C(N)C=CC1OCC1=NC=CC=C1 (3-methoxy-4-(pyridin-2-ylmethoxy)aniline). The product is COC=1C=C(C=CC1OCC1=NC=CC=C1)NC1=C2C(=NC=N1)NN=C2OCCO (2-[(4-{[3-methoxy-4-(pyridin-2-ylmethoxy)phenyl]amino}-1H-pyrazolo[3,4-d]pyrimidin-3-yl)oxy]ethanol). Yield: 71.3%. Reaction SMILES: [C:1]([C:3]1[C:4]([O:13][CH2:14][CH2:15][OH:16])=[N:5][NH:6][C:7]=1[N:8]=[CH:9][N:10](C)C)#[N:2].[CH3:17][O:18][C:19]1[CH:20]=[C:21]([CH:23]=[CH:24][C:25]=1[O:26][CH2:27][C:28]1[CH:33]=[CH:32][CH:31]=[CH:30][N:29]=1)N>>[CH3:17][O:18][C:19]1[CH:20]=[C:21]([NH:2][C:1]2[N:10]=[CH:9][N:8]=[C:7]3[NH:6][N:5]=[C:4]([O:13][CH2:14][CH2:15][OH:16])[C:3]=23)[CH:23]=[CH:24][C:25]=1[O:26][CH2:27][C:28]1[CH:33]=[CH:32][CH:31]=[CH:30][N:29]=1. Reported procedure: The procedure described in Example 1 was repeated using N′-[4-cyano-3-(2-hydroxyethoxy)-1H-pyrazol-5-yl]-N,N-dimethylimidoformamide (200 mg, 0.9 mmol) and 3-methoxy-4-(pyridin-2-ylmethoxy)aniline (249 mg, 1.08 mmol) to give the title compound as a white solid (262 mg, 72%); NMR Spectrum: 3.80 (s+t, 5H), 4.31 (t, 2H), 5.15 (s, 2H), 7.04 (d, 1H), 7.16 (dd, 1H), 7.35 (s+d, 2H), 7.54 (d, 1H), 7.85 (t, 1H), 8.23 (s, 1H), 8.39 (s, 1H), 8.33 (s, 1H), 8.58 (d, 1H); Mass Spectrum: 409 (MH+). Reactants: CN(C)C=NS(=O)(=O)c1ccc(Br)s1, COc1ccc(CS)cc1, [H-], [Na+], CN(C)C=O, O. Product: COc1ccc(CSc2ccc(S(=O)(=O)N=CN(C)C)s2)cc1. Reaction SMILES: [CH3:13][N:14]([CH:15]=[N:16][S:17](=[O:18])(=[O:19])[c:20]1[s:21][c:22]([Br:25])[cH:23][cH:24]1)[CH3:26].[CH3:1][O:2][c:3]1[cH:4][cH:5][c:6]([CH2:9][SH:10])[cH:7][cH:8]1.[H-:11].[Na+:12].[O:27]=[CH:28][N:29]([CH3:30])[CH3:31].[OH2:32]>>[CH3:1][O:2][c:3]1[cH:4][cH:5][c:6]([CH2:9][S:10][c:22]2[s:21][c:20]([S:17]([N:16]=[CH:15][N:14]([CH3:13])[CH3:26])(=[O:18])=[O:19])[cH:24][cH:23]2)[cH:7][cH:8]1.